Dataset: the Open Reaction Database (ORD), a public repository of structured organic reaction records. Task: describe an organic reaction: reactants, conditions, products, and yield As a reaction SMILES: CO[CH:3]([O:21][CH3:22])[CH2:4][N:5]1[C:10]([C:11]([O:13]C)=O)=[C:9]([O:15][CH3:16])[C:8](=[O:17])[C:7]([C:18]([OH:20])=[O:19])=[CH:6]1.CC(O)=O.CS(O)(=O)=O.[NH2:32][C@H:33](CO)[CH3:34]>CC#N>[CH3:34][C@@H:33]1[N:32]2[C:11](=[O:13])[C:10]3[N:5]([CH:6]=[C:7]([C:18]([OH:20])=[O:19])[C:8](=[O:17])[C:9]=3[O:15][CH3:16])[CH2:4][C@H:3]2[O:21][CH2:22]1. The reactants are N[C@@H](C)CO (Alaninol), COC(CN1C=C(C(C(=C1C(=O)OC)OC)=O)C(=O)O)OC (1-[2,2-bis(methyloxy)ethyl]-5-(methyloxy)-6-[(methyloxy)carbonyl]-4-oxo-1,4-dihydro-3-pyridinecarboxylic acid), CC(=O)O (HOAc), CS(=O)(=O)O (CH3SO3H), resultant mixture. The product is C[C@H]1CO[C@H]2N1C(C=1N(C2)C=C(C(C1OC)=O)C(=O)O)=O ((3S,11aR)-3-Methyl-6-(methyloxy)-5,7-dioxo-2,3,5,7,11,11a-hexahydro[1,3]oxazolo[3,2-a]pyrido[1,2-d]pyrazine-8-carboxylic acid). Reaction conditions: temperature 61.5 celsius, time 15 hour. Procedure: 1-[2,2-bis(methyloxy)ethyl]-5-(methyloxy)-6-[(methyloxy)carbonyl]-4-oxo-1,4-dihydro-3-pyridinecarboxylic acid (22.54 g) was dissolved in 220 mL of CH3CN. HOAc (20 mL) and CH3SO3H (1.4 mL) were added at room temperature and the mixture was heated to 58-65° C. for 19.5 h. Alaninol (7.511 g) in CH3CN (15 mL) was added slowly and the resultant mixture was stirred at 64° C. for 18.5 h. The mixture was concentrated, and the residue was redissolved in CH2Cl2 (170 mL). HCl (1 N, 170 mL) was added and th... Solvent: CC#N (CH3CN), CC#N (CH3CN). Starting materials: OCC1=CC=CC(=N1)C(C)=O (1-[6-(hydroxymethyl)pyridin-2-yl]ethanone), NO (hydroxylamine). Run in C(C)O (ethanol). Conditions: time 8 hour. The product is OCC1=CC=CC(=N1)C(C)=NO (1-[6-(hydroxymethyl)pyridin-2-yl]ethanone oxime). As a reaction SMILES: [OH:1][CH2:2][C:3]1[N:8]=[C:7]([C:9](=O)[CH3:10])[CH:6]=[CH:5][CH:4]=1.[NH2:12][OH:13]>C(O)C>[OH:1][CH2:2][C:3]1[N:8]=[C:7]([C:9](=[N:12][OH:13])[CH3:10])[CH:6]=[CH:5][CH:4]=1. Reported procedure: To a solution of 1643 mg of 1-[6-(hydroxymethyl)pyridin-2-yl]ethanone in 25 ml of ethanol was added 0.72 ml of a 50% aqueous hydroxylamine solution, followed by stirring overnight. The reaction solution was concentrated under reduced pressure to obtain 1806 mg of 1-[6-(hydroxymethyl)pyridin-2-yl]ethanone oxime as an amorphous substance. Reactants: FC(COCCO)F (2-(2,2-difluoroethoxy)ethanol), C1(=CC=C(C=C1)S(=O)(=O)Cl)C (p-toluenesulfonyl chloride). Reagents/catalysts: CN(C)C=1C=CN=CC1 (DMAP). Run in ClCCl (dichloromethane). Reaction conditions: time 2 hour. Yields the product CC1=CC=C(C=C1)S(=O)(=O)OCCOCC(F)F (2-(2,2-difluoroethoxy)ethyl 4-methylbenzenesulfonate). Isolated yield 18.9%. Reaction SMILES: [F:1][CH:2]([F:8])[CH2:3][O:4][CH2:5][CH2:6][OH:7].[C:9]1([CH3:19])[CH:14]=[CH:13][C:12]([S:15](Cl)(=[O:17])=[O:16])=[CH:11][CH:10]=1>CN(C1C=CN=CC=1)C.ClCCl>[CH3:19][C:9]1[CH:14]=[CH:13][C:12]([S:15]([O:7][CH2:6][CH2:5][O:4][CH2:3][CH:2]([F:8])[F:1])(=[O:17])=[O:16])=[CH:11][CH:10]=1. Procedure: 2-(2,2-difluoroethoxy)ethanol (0.13 g, 1.0 mmol), p-toluenesulfonyl chloride (0.19 g, 1.0 mmol), and DMAP (0.12 g, 1.0 mmol) were dissolved in dichloromethane (2 ml) at 0° C. and stirred for 2 h at this temperature. The reaction mixture was loaded onto a small column, which was eluted with dichloromethane to yield the title compound as a clear oil (53 mg, 19%). It was observed that the size of the column affects reaction yield, with a smaller column giving a better yield. 1H NMR (CDCl3, 300 MHz)... Reactants: C(=O)=O (dry ice), FC=1C=C(C=CC1Cl)C(F)(F)F (3-fluoro-4-chlorobenzotrifluoride), CCCCCC (hexane), C(CCC)[Li] (n-butyl lithium), ice water. Run in O1CCCC1 (tetrahydrofuran). Conditions: temperature -78 celsius, time 2 hour. Product: ClC=1C(=C(C(=O)O)C(=CC1)C(F)(F)F)F (3-chloro-2-fluoro-6-trifluoromethylbenzoic acid). Yield: 94.0%. Reaction SMILES: [F:1][C:2]1[CH:3]=[C:4]([C:9]([F:12])([F:11])[F:10])[CH:5]=[CH:6][C:7]=1[Cl:8].CCCCCC.C([Li])CCC.[C:24](=[O:26])=[O:25]>O1CCCC1>[Cl:8][C:7]1[C:2]([F:1])=[C:3]([C:4]([C:9]([F:12])([F:10])[F:11])=[CH:5][CH:6]=1)[C:24]([OH:26])=[O:25]. Reported procedure: 77.0 g of 3-fluoro-4-chlorobenzotrifluoride was dissolved in 750 ml of dried tetrahydrofuran, and to the solution, 250 ml of hexane solution of n-butyl lithium (1.6 mol/l) was added dropwise over 15 minutes at -78° C. under a nitrogen atmosphere. After stirring the solution at -78° C. for 2 hours. 50 g of dry ice was gradually added to the solution at the same temperature. After elevating the temperature of the solution up to room temperature, 500 ml of ice water was added to the solution to sep... Starting materials: C(C)C=1NC2=CC(=CC=C2C1C(CC)=O)C(=O)OC (methyl 2-ethyl-3-propionylindole-6-carboxylate), ClC1=C(CBr)C=CC=C1 (2-chlorobenzyl bromide). Yields the product ClC1=C(CN2C(=C(C3=CC=C(C=C23)C(=O)OC)CCC)CC)C=CC=C1 (Methyl 1-(2-chlorobenzyl)-2-ethyl-3-propylindole-6-carboxylate). Reaction SMILES: [CH2:1]([C:3]1[NH:4][C:5]2[C:10]([C:11]=1[C:12](=O)[CH2:13][CH3:14])=[CH:9][CH:8]=[C:7]([C:16]([O:18][CH3:19])=[O:17])[CH:6]=2)[CH3:2].[Cl:20][C:21]1[CH:28]=[CH:27][CH:26]=[CH:25][C:22]=1[CH2:23]Br>>[Cl:20][C:21]1[CH:28]=[CH:27][CH:26]=[CH:25][C:22]=1[CH2:23][N:4]1[C:5]2[C:10](=[CH:9][CH:8]=[C:7]([C:16]([O:18][CH3:19])=[O:17])[CH:6]=2)[C:11]([CH2:12][CH2:13][CH3:14])=[C:3]1[CH2:1][CH3:2]. Procedure details: Methyl 1-(2-chlorobenzyl)-2-ethyl-3-propylindole-6-carboxylate (278 mg) was prepared from methyl 2-ethyl-3-propionylindole-6-carboxylate (215 mg and 2-chlorobenzyl bromide (0.24 ml) in a similar manner to that of Example 1.